Dataset: the Open Reaction Database (ORD), a public repository of structured organic reaction records. Task: describe an organic reaction: reactants, conditions, products, and yield Reactants: [I-].[NH4+] (ammonium iodide), OO (hydrogen peroxide), starting material, NC=1C=CC(=C(C1)[C@]1(N=C(OCC1(F)F)N)C)F ((R)-4-(5-amino-2-fluoro-phenyl)-5,5-difluoro-4-methyl-5,6-dihydro-4H-[1,3]oxazin-2-ylamine), [I-].[NH4+] (ammonium iodide), OO (hydrogen peroxide). Solvent: C(C)(=O)O (acetic acid). Conditions: time 8 hour. The product is NC=1C(=CC(=C(C1)[C@]1(N=C(OCC1(F)F)N)C)F)I ((R)-4-(5-amino-2-fluoro-4-iodo-phenyl)-5,5-difluoro-4-methyl-5,6-dihydro-4H-[1,3]oxazin-2-ylamine). Reaction SMILES: [NH2:1][C:2]1[CH:3]=[CH:4][C:5]([F:18])=[C:6]([C@:8]2([CH3:17])[C:13]([F:15])([F:14])[CH2:12][O:11][C:10]([NH2:16])=[N:9]2)[CH:7]=1.[I-:19].[NH4+].OO>C(O)(=O)C>[NH2:1][C:2]1[C:3]([I:19])=[CH:4][C:5]([F:18])=[C:6]([C@:8]2([CH3:17])[C:13]([F:14])([F:15])[CH2:12][O:11][C:10]([NH2:16])=[N:9]2)[CH:7]=1 |f:1.2|. Procedure details: A solution of (R)-4-(5-amino-2-fluoro-phenyl)-5,5-difluoro-4-methyl-5,6-dihydro-4H-[1,3]oxazin-2-ylamine (intermediate A8.5) (500 mg, 1.9 mmol) and ammonium iodide (308 mg, 2.1 mmol) in acetic acid (9.6 ml) was treated at room temperature with an aqueous solution of hydrogen peroxide (35%, 0.19 ml, 2.1 mmol). After stirring overnight 50% of the starting material was left. Another equivalent of ammonium iodide and hydrogen peroxide was added and stirring continued at room temperature overnight. F... Procedure: The cumylphenyl glycidyl ether was prepared as follows: a 3-liter flask equipped with a mechanical stirrer, thermometer, addition funnel, and external heating and cooling devices was charged sequentially with 1 liter of benzene, 1 liter of 4.5 wt. % aqueous sodium hydroxide and 1 mole of cumylphenol. The cumylphenol salt dispersion formed after mixing was cooled to 10°-15° C., mixed and maintained at 10°-15° C. during the addition of 1.1 moles of epichlorohydrin over a four hour period. After th... As a reaction SMILES: [OH-:1].[Na+].[C:3]([C:12]1[CH:17]=[CH:16][CH:15]=[CH:14][C:13]=1[OH:18])([C:6]1[CH:11]=[CH:10][CH:9]=[CH:8][CH:7]=1)([CH3:5])[CH3:4].[CH:19]1[CH:24]=CC=C[CH:20]=1>>[CH2:20]([O:18][C:13]1[CH:14]=[CH:15][CH:16]=[CH:17][C:12]=1[C:3]([C:6]1[CH:11]=[CH:10][CH:9]=[CH:8][CH:7]=1)([CH3:5])[CH3:4])[CH:19]1[O:1][CH2:24]1 |f:0.1|. The product is C(C1CO1)OC1=C(C=CC=C1)C(C)(C)C1=CC=CC=C1 (Cumylphenyl Glycidyl Ether). Reactants: [OH-].[Na+] (sodium hydroxide), C(C)(C)(C1=CC=CC=C1)C1=C(C=CC=C1)O (cumylphenol), C1=CC=CC=C1 (benzene). Starting materials: solution, [H-].C(C(C)C)[Al+]CC(C)C (diisobutylaluminium hydride), CCCCCC (hexane), [Cl-].[NH4+] (ammonium chloride), 5-methoxybenzocyclobutene-1-carboxylic acid nitrile, O1CCCC1 (tetrahydrofuran), S(O)(O)(=O)=O (sulphuric acid). Yields the product COC=1C=CC2=C(C(=C2)C=O)C1 (5-methoxybenzocyclobutene-1-carboxaldehyde). Reaction SMILES: [O:1]1[CH2:5]CCC1.[H-].[CH2:7]([Al+]CC(C)C)[CH:8]([CH3:10])C.[Cl-].[NH4+].S(=O)(=O)(O)[OH:19].[CH3:23][CH2:24][CH2:25][CH2:26][CH2:27][CH3:28]>>[CH3:5][O:1][C:25]1[CH:24]=[CH:23][C:28]2[CH:10]=[C:8]([CH:7]=[O:19])[C:27]=2[CH:26]=1 |f:1.2,3.4|. Procedure: 10 g (63 mmol) of 5-methoxybenzocyclobutene-1-carboxylic acid nitrile are introduced at -60° C. under argon into 200 ml of tetrahydrofuran. While stirring, 15 ml (75 mmol) of a 1 molar solution of diisobutylaluminium hydride in hexane are slowly added dropwise The reaction mixture is then allowed to warm slowly to room temperature and is stirred for a further 4 hours. At room temperature, 500 ml of saturated ammonium chloride solution are then added and the whole is subsequently stirred for 40 m... Starting materials: C(C)C1C(CC(C(C(OC(C2CCCCN2C(C(C2(C(CC(C(C(CC(CC(=C1)C)C)OC)O2)OC)C)O)=O)=O)=O)C(=CC2CC(C(CC2)OCC(=O)C2=CC=CC=C2)OC)C)C)O[Si](C)(C)C(C)(C)C)=O (17-ethyl-1-hydroxy-14-(tert-butyldimethylsiloxy)-12-[2'-(4"-(2"'-phenyl-2"'-oxoethyloxy)-3"-methoxycyclohexyl)-1'-methylvinyl]-23,25-dimethoxy-13,19,21,27-tetramethyl-11,28-dioxa-4-azatricyclo[22.3.1.04,9 ]octacos-18-ene-2,3,10,16-tetraone), CCC([BH-](C(CC)C)C(CC)C)C.[Li+] (L-Selectride). Yield: 61.6%. Yields the product C(C)C1C(CC(C(C(OC(C2CCCCN2C(C(C2(C(CC(C(C(CC(CC(=C1)C)C)OC)O2)OC)C)O)=O)=O)=O)C(=CC2CC(C(CC2)OCC(O)C2=CC=CC=C2)OC)C)C)O[Si](C)(C)C(C)(C)C)=O (17-Ethyl-1-hydroxy-14-(tert-butyldimethylsiloxy)-12-[2'-(4"-(2"'-phenyl-2"'-hydroxyethyloxy)-3"-methoxycyclohexyl)-1'-methylvinyl]-23,25-dimethoxy-13,19,21,27-tetramethyl-11,28-dioxa-4-azatricyclo[22.3.1.04,9 ]octacos-18-ene-2,3,10,16-tetraone). Conditions: time 15 minute. The solvent is C1CCOC1 (THF). Reported procedure: To a solution of 17-ethyl-1-hydroxy-14-(tert-butyldimethylsiloxy)-12-[2'-(4"-(2"'-phenyl-2"'-oxoethyloxy)-3"-methoxycyclohexyl)-1'-methylvinyl]-23,25-dimethoxy-13,19,21,27-tetramethyl-11,28-dioxa-4-azatricyclo[22.3.1.04,9 ]octacos-18-ene-2,3,10,16-tetraone (350 mg) in THF (6.2 ml) at -78° C. was added L-Selectride (342 μl, 1 eq.) dropwise over 30 minutes. The reaction was stirred for a further 15 minutes after addition and then quenched by pouring into saturated aqueous ammonium chloride solutio... RXN SMILES: [CH2:1]([CH:3]1[CH:29]=[C:28]([CH3:30])[CH2:27][CH:26]([CH3:31])[CH2:25][CH:24]([O:32][CH3:33])[CH:23]2[O:34][C:19]([OH:38])([CH:20]([CH3:37])[CH2:21][CH:22]2[O:35][CH3:36])[C:18](=[O:39])[C:17](=[O:40])[N:16]2[CH:11]([CH2:12][CH2:13][CH2:14][CH2:15]2)[C:10](=[O:41])[O:9][CH:8]([C:42]([CH3:62])=[CH:43][CH:44]2[CH2:49][CH2:48][CH:47]([O:50][CH2:51][C:52]([C:54]3[CH:59]=[CH:58][CH:57]=[CH:56][CH:55]=3)=[O:53])[CH:46]([O:60][CH3:61])[CH2:45]2)[CH:7]([CH3:63])[CH:6]([O:64][Si:65]([C:68]([CH3:71])([CH3:70])[CH3:69])([CH3:67])[CH3:66])[CH2:5][C:4]1=[O:72])[CH3:2].CCC(C)[BH-](C(C)CC)C(C)CC.[Li+]>C1COCC1>[CH2:1]([CH:3]1[CH:29]=[C:28]([CH3:30])[CH2:27][CH:26]([CH3:31])[CH2:25][CH:24]([O:32][CH3:33])[CH:23]2[O:34][C:19]([OH:38])([CH:20]([CH3:37])[CH2:21][CH:22]2[O:35][CH3:36])[C:18](=[O:39])[C:17](=[O:40])[N:16]2[CH:11]([CH2:12][CH2:13][CH2:14][CH2:15]2)[C:10](=[O:41])[O:9][CH:8]([C:42]([CH3:62])=[CH:43][CH:44]2[CH2:49][CH2:48][CH:47]([O:50][CH2:51][CH:52]([C:54]3[CH:59]=[CH:58][CH:57]=[CH:56][CH:55]=3)[OH:53])[CH:46]([O:60][CH3:61])[CH2:45]2)[CH:7]([CH3:63])[CH:6]([O:64][Si:65]([C:68]([CH3:69])([CH3:70])[CH3:71])([CH3:67])[CH3:66])[CH2:5][C:4]1=[O:72])[CH3:2] |f:1.2|.